This data is from the Open Reaction Database (ORD), a public repository of structured organic reaction records. The task is: describe an organic reaction: reactants, conditions, products, and yield Reactants: C(=O)[O-].[NH4+] (Ammonium formate), C(C1=CC=CC=C1)N1CC2C(C1)C(C=1C=CC(=CC12)OC)=C (2-benzyl-5-methoxy-8-methylene-1,2,3,3a,8,8a-hexahydroindeno[1,2-c]pyrrole). Reagents/catalysts: [Pd] (palladium). Run in CO (MeOH). Reaction conditions: temperature 60 celsius, time 4 hour. The product is COC=1C=CC=2C(C3C(CNC3)C2C1)C (5-Methoxy-8-methyl-1,2,3,3a,8,8a-hexahydroindeno[1,2-c]pyrrole). Yield: 99.1%. Reaction SMILES: C([O-])=O.[NH4+].C([N:12]1[CH2:16][CH:15]2[C:17](=[CH2:26])[C:18]3[CH:19]=[CH:20][C:21]([O:24][CH3:25])=[CH:22][C:23]=3[CH:14]2[CH2:13]1)C1C=CC=CC=1>CO.[Pd]>[CH3:25][O:24][C:21]1[CH:20]=[CH:19][C:18]2[CH:17]([CH3:26])[CH:15]3[CH2:16][NH:12][CH2:13][CH:14]3[C:23]=2[CH:22]=1 |f:0.1|. Procedure: Ammonium formate (8.1 g) and palladium (10 wt. % on activated carbon, 4.0 g) were added to a solution of 2-benzyl-5-methoxy-8-methylene-1,2,3,3a,8,8a-hexahydroindeno[1,2-c]pyrrole (8.1 g, 27.8 mmol) in MeOH (140 mL). The reaction mixture was stirred for 4 hours at 60° C. and then filtered through celite. The celite was washed with MeOH (200 mL) and the filtrate was concentrated to afford 5.6 g (quantitative yield) of the title compound. An aliquot of the crude product was purified by reverse-pha... Starting materials: O=C(Br)CBr, CCN(C(C)C)C(C)C, CCOC(=O)COc1ccc(F)cc1C1NCCc2ccccc21, ClCCl, Cl. The product is CCOC(=O)COc1ccc(F)cc1C1c2ccccc2CCN1C(=O)CBr. As a reaction SMILES: [Br:35][CH2:36][C:37](=[O:38])[Br:39].[CH2:26]([N:27]([CH:28]([CH3:29])[CH3:30])[CH:31]([CH3:32])[CH3:33])[CH3:34].[CH2:2]([CH3:3])[O:4][C:5]([CH2:6][O:7][c:8]1[c:9]([CH:15]2[NH:16][CH2:17][CH2:18][c:19]3[cH:20][cH:21][cH:22][cH:23][c:24]32)[cH:10][c:11]([F:14])[cH:12][cH:13]1)=[O:25].[Cl:40][CH2:41][Cl:42].[ClH:1]>>[CH2:2]([CH3:3])[O:4][C:5]([CH2:6][O:7][c:8]1[c:9]([CH:15]2[N:16]([C:37]([CH2:36][Br:35])=[O:38])[CH2:17][CH2:18][c:19]3[cH:20][cH:21][cH:22][cH:23][c:24]32)[cH:10][c:11]([F:14])[cH:12][cH:13]1)=[O:25]. Reactants: 2-(4-hydroxphenyl)ethanol, C([O-])([O-])=O.[K+].[K+] (potassium carbonate), C(C1=CC=CC=C1)Cl (benzyl chloride), CC(=O)C (acetone). The reagents and catalysts are [Br-].C(CCC)[N+](CCCC)(CCCC)CCCC (tetrabutylammonium bromide). Product: C(C1=CC=CC=C1)OC1=CC=C(C=C1)CCO (2-(4-Benzyloxyphenyl)ethanol). Reaction SMILES: [C:1](=[O:4])([O-])[O-].[K+].[K+].[CH2:7](Cl)[C:8]1[CH:13]=[CH:12][CH:11]=[CH:10][CH:9]=1.[CH3:15][C:16]([CH3:18])=[O:17]>[Br-].C([N+](CCCC)(CCCC)CCCC)CCC>[CH2:7]([O:17][C:16]1[CH:18]=[CH:9][C:8]([CH2:13][CH2:1][OH:4])=[CH:7][CH:15]=1)[C:8]1[CH:13]=[CH:12][CH:11]=[CH:10][CH:9]=1 |f:0.1.2,5.6|. Procedure details: To a flask equipped with a magnetic stirrer, reflux condenser and nitrogen inlet was added 13.8 grams of 2-(4-hydroxphenyl)ethanol, 14.5 grams of anhydrous potassium carbonate, 33.0 grams of tetrabutylammonium bromide, 12 mL of benzyl chloride and 200 mL of acetone. The reaction mixture was heated at reflux for 3 days, and then cooled to room temperature and filtered. The filtrate was concentrated in vacuo, diluted with 500 mL of dichloromethane, and washed with 2% aqueous sodium hydroxide and t... Reactants: O=C(NCC(F)(F)F)C1(CCCCBr)c2ccccc2-c2ccccc21, c1ccc(N2CCNCC2)nc1. Product: O=C(NCC(F)(F)F)C1(CCCCN2CCN(c3ccccn3)CC2)c2ccccc2-c2ccccc21. Reaction SMILES: [F:13][C:14]([CH2:15][NH:16][C:17](=[O:18])[C:19]1([CH2:32][CH2:33][CH2:34][CH2:35][Br:36])[c:20]2[cH:21][cH:22][cH:23][cH:24][c:25]2-[c:26]2[cH:27][cH:28][cH:29][cH:30][c:31]21)([F:37])[F:38].[n:1]1[c:2]([N:7]2[CH2:8][CH2:9][NH:10][CH2:11][CH2:12]2)[cH:3][cH:4][cH:5][cH:6]1>>[n:1]1[c:2]([N:7]2[CH2:8][CH2:9][N:10]([CH2:35][CH2:34][CH2:33][CH2:32][C:19]3([C:17]([NH:16][CH2:15][C:14]([F:13])([F:37])[F:38])=[O:18])[c:20]4[cH:21][cH:22][cH:23][cH:24][c:25]4-[c:26]4[cH:27][cH:28][cH:29][cH:30][c:31]43)[CH2:11][CH2:12]2)[cH:3][cH:4][cH:5][cH:6]1. Reactants: CCOc1cc(C(C)(C)C)ncc1C1=NC(C)(c2ccc(Cl)cc2)C(C)(c2ccc(Cl)cc2)N1C(=O)N1CCC(CC(=O)O)CC1, CN(C)C1CCNCC1. Product: CCOc1cc(C(C)(C)C)ncc1C1=NC(C)(c2ccc(Cl)cc2)C(C)(c2ccc(Cl)cc2)N1C(=O)N1CCC(CC(=O)N2CCC(N(C)C)CC2)CC1. Reaction SMILES: [C:1]([CH3:2])([CH3:3])([CH3:4])[c:5]1[cH:6][c:7]([O:44][CH2:45][CH3:46])[c:8]([C:11]2=[N:15][C:14]([CH3:16])([c:17]3[cH:18][cH:19][c:20]([Cl:23])[cH:21][cH:22]3)[C:13]([CH3:24])([c:25]3[cH:26][cH:27][c:28]([Cl:31])[cH:29][cH:30]3)[N:12]2[C:32](=[O:33])[N:34]2[CH2:35][CH2:36][CH:37]([CH2:40][C:41](=[O:42])[OH:43])[CH2:38][CH2:39]2)[cH:9][n:10]1.[CH3:47][N:48]([CH:49]1[CH2:50][CH2:51][NH:52][CH2:53][CH2:54]1)[CH3:55]>>[C:1]([CH3:2])([CH3:3])([CH3:4])[c:5]1[cH:6][c:7]([O:44][CH2:45][CH3:46])[c:8]([C:11]2=[N:15][C:14]([CH3:16])([c:17]3[cH:18][cH:19][c:20]([Cl:23])[cH:21][cH:22]3)[C:13]([CH3:24])([c:25]3[cH:26][cH:27][c:28]([Cl:31])[cH:29][cH:30]3)[N:12]2[C:32](=[O:33])[N:34]2[CH2:35][CH2:36][CH:37]([CH2:40][C:41](=[O:42])[N:52]3[CH2:51][CH2:50][CH:49]([N:48]([CH3:47])[CH3:55])[CH2:54][CH2:53]3)[CH2:38][CH2:39]2)[cH:9][n:10]1. The reactants are NC1=C(C(=CC(=C1O)Cl)F)N1N=NN(C1=O)CCCF (1-(2-amino-4-chloro-6-fluoro-3-hydroxyphenyl)(3-fluoropropyl)-tetrazolinone), C(C#C)Br (propargyl bromide), C([O-])([O-])=O.[K+].[K+] (potassium carbonate). Run in C(C)#N (acetonitrile). The product is NC1=C(C(=CC(=C1OCC#C)Cl)F)N1N=NN(C1=O)CCCF (1-(2-amino-4-chloro-6-fluoro-3-propargyloxyphenyl)-4-(3-fluoroproyl)-1,4-dihydro-5-oxo-5H-tetrazole). Isolated yield 104.8%. As a reaction SMILES: [NH2:1][C:2]1[C:7]([OH:8])=[C:6]([Cl:9])[CH:5]=[C:4]([F:10])[C:3]=1[N:11]1[C:15](=[O:16])[N:14]([CH2:17][CH2:18][CH2:19][F:20])[N:13]=[N:12]1.[CH2:21](Br)[C:22]#[CH:23].C(=O)([O-])[O-].[K+].[K+]>C(#N)C>[NH2:1][C:2]1[C:7]([O:8][CH2:23][C:22]#[CH:21])=[C:6]([Cl:9])[CH:5]=[C:4]([F:10])[C:3]=1[N:11]1[C:15](=[O:16])[N:14]([CH2:17][CH2:18][CH2:19][F:20])[N:13]=[N:12]1 |f:2.3.4|. Reported procedure: The mixture of 1-(2-amino-4-chloro-6-fluoro-3-hydroxyphenyl)(3-fluoropropyl)-tetrazolinone (0.28 g), propargyl bromide (0.13 g), and potassium carbonate (0.14 g) in acetonitrile (5 ml) was heated under reflux for 0.5 hour. The solvent and excess reagent were removed under reduced pressure. The residue was purified by a silica gel column, eluted with ethyl acetate to give the desired product (0.33 g).